Dataset: the Open Reaction Database (ORD), a public repository of structured organic reaction records. Task: describe an organic reaction: reactants, conditions, products, and yield Isolated yield 97.9%. Product: C(C)(=O)C1=C(C(=C(OCCCCC2(OC3=C(C(C2)=O)C=CC(=C3)OCC(=O)O)C)C=C1)CCC)O (rac.-[[2-[4-(4-acetyl-3-hydroxy-2-propylphenoxy)butyl]-3,4-dihydro-2-methyl-4-oxo-2H-1-benzopyran-7-yl]oxy]acetic acid). Reported procedure: Using the procedure of Example 24, the chromanone ester from Example 39 was saponified with lithium hydroxide in tetrahydrofuran-water giving rac.-[[2-[4-(4-acetyl-3-hydroxy-2-propylphenoxy)butyl]-3,4-dihydro-2-methyl-4-oxo-2H-1-benzopyran-7-yl]oxy]acetic acid in 97.9% yield, as a viscous, amber oil. Reaction SMILES: C[O:2][C:3](=[O:36])[CH2:4][O:5][C:6]1[CH:35]=[CH:34][C:9]2[C:10](=[O:33])[CH2:11][C:12]([CH2:15][CH2:16][CH2:17][CH2:18][O:19][C:20]3[CH:25]=[CH:24][C:23]([C:26](=[O:28])[CH3:27])=[C:22]([OH:29])[C:21]=3[CH2:30][CH2:31][CH3:32])([CH3:14])[O:13][C:8]=2[CH:7]=1.[OH-].[Li+]>O1CCCC1.O>[C:26]([C:23]1[CH:24]=[CH:25][C:20]([O:19][CH2:18][CH2:17][CH2:16][CH2:15][C:12]2([CH3:14])[CH2:11][C:10](=[O:33])[C:9]3[CH:34]=[CH:35][C:6]([O:5][CH2:4][C:3]([OH:36])=[O:2])=[CH:7][C:8]=3[O:13]2)=[C:21]([CH2:30][CH2:31][CH3:32])[C:22]=1[OH:29])(=[O:28])[CH3:27] |f:1.2,3.4|. Starting materials: COC(COC1=CC2=C(C(CC(O2)(C)CCCCOC2=C(C(=C(C=C2)C(C)=O)O)CCC)=O)C=C1)=O (rac.-[[2-[4-(4-acetyl-3-hydroxy-2-propylphenoxy)butyl]-3,4-dihydro-2-methyl-4-oxo-2H-1-benzopyran-7-yl]oxy]acetic acid methyl ester), [OH-].[Li+] (lithium hydroxide). The solvent is O1CCCC1.O (tetrahydrofuran water). The reactants are FC(C(=O)O)(F)F.C(CCC)OC1=NC(=C2N=C(NC2=N1)OC)N (2-(Butyloxy)-8-(methyloxy)-9H-purin-6-amine trifluoroacetate), C([O-])([O-])=O.[K+].[K+] (potassium carbonate), BrCCCC1N(CCCC1)C(=O)OCC1=CC=CC=C1 (Phenylmethyl 2-(3-bromopropyl)-1-piperidinecarboxylate). The solvent is CN(C)C=O (DMF). Conditions: time 8 hour. Yields the product NC1=C2N=C(N(C2=NC(=N1)OCCCC)CCCC1N(CCCC1)C(=O)OCC1=CC=CC=C1)OC (Phenylmethyl 2-{3-[6-amino-2-(butyloxy)-8-(methyloxy)-9H-purin-9-yl]propyl}-1-piperidinecarboxylate). The yield is 44.7%. RXN SMILES: FC(F)(F)C(O)=O.[CH2:8]([O:12][C:13]1[N:21]=[C:20]2[C:16]([N:17]=[C:18]([O:22][CH3:23])[NH:19]2)=[C:15]([NH2:24])[N:14]=1)[CH2:9][CH2:10][CH3:11].C(=O)([O-])[O-].[K+].[K+].Br[CH2:32][CH2:33][CH2:34][CH:35]1[CH2:40][CH2:39][CH2:38][CH2:37][N:36]1[C:41]([O:43][CH2:44][C:45]1[CH:50]=[CH:49][CH:48]=[CH:47][CH:46]=1)=[O:42]>CN(C=O)C>[NH2:24][C:15]1[N:14]=[C:13]([O:12][CH2:8][CH2:9][CH2:10][CH3:11])[N:21]=[C:20]2[C:16]=1[N:17]=[C:18]([O:22][CH3:23])[N:19]2[CH2:32][CH2:33][CH2:34][CH:35]1[CH2:40][CH2:39][CH2:38][CH2:37][N:36]1[C:41]([O:43][CH2:44][C:45]1[CH:46]=[CH:47][CH:48]=[CH:49][CH:50]=1)=[O:42] |f:0.1,2.3.4|. Procedure: 2-(Butyloxy)-8-(methyloxy)-9H-purin-6-amine trifluoroacetate (1.834 g, 5.22 mmol) was heated at 60° C. with potassium carbonate (2.89 g, 20.88 mmol) in DMF (23 ml) for 1 hour. Phenylmethyl 2-(3-bromopropyl)-1-piperidinecarboxylate (2.131 g, 6.26 mmol) was added and heating continued at 50° C. overnight (20 hours). The reaction mixture was partitioned between water (250 mL) and ethyl acetate (150 mL). The aqueous was further extracted with ethyl acetate (100 ml). The combined organic layers were ... Reactants: ClC=1SC=C(N1)C1=CC=NC=C1 (2-chloro-4-(4-pyridyl)thiazole), C(C1=CC=CC=C1)C#N (benzylcyanide), [NH2-].[Na+] (sodamide). The solvent is C1(=CC=CC=C1)C (toluene). Reaction conditions: temperature 100 celsius. Product: C1(=CC=CC=C1)C(C#N)C=1SC=C(N1)C1=CC=NC=C1 (2-phenyl-2-[4-(4-pyridyl)-2-thiazolyl]acetonitrile). Yield: 8.3%. Reaction SMILES: Cl[C:2]1[S:3][CH:4]=[C:5]([C:7]2[CH:12]=[CH:11][N:10]=[CH:9][CH:8]=2)[N:6]=1.[CH2:13]([C:20]#[N:21])[C:14]1[CH:19]=[CH:18][CH:17]=[CH:16][CH:15]=1.[NH2-].[Na+]>C1(C)C=CC=CC=1>[C:14]1([CH:13]([C:2]2[S:3][CH:4]=[C:5]([C:7]3[CH:12]=[CH:11][N:10]=[CH:9][CH:8]=3)[N:6]=2)[C:20]#[N:21])[CH:19]=[CH:18][CH:17]=[CH:16][CH:15]=1 |f:2.3|. Procedure: To a solution of 2-chloro-4-(4-pyridyl)thiazole (1.00 g, 0.005 mol) and benzylcyanide (1.18 g, 0.010 mol) in dry toluene (10 mL) at 5° C. was added sodamide (400 mg, 0.010 mol) and the mixture heated to 100° C. for 20 minutes. After cooling, the mixture was quenched with water, the layers separated, and the aqueous phase washed with methylene chloride (2×50 mL). The combined extracts were dried over sodium sulfate, concentrated, and chromatographed through silica gel (3:1 ethyl acetate/methylene... The reactants are C1(CC1)CN1N=C(C=C(C1=O)COS(=O)(=O)C)C=1C=CC2=C(CCO2)C1 (2-cyclopropylmethyl-6-(2,3-dihydro-1-benzofuran-5-yl)-4-methanesulfonyloxymethyl-2H-pyridazin-3-one), ClC1=CC=C(C=CCN2N=C(C=C(C2=O)CO)C=2C=CC3=C(CCO3)C2)C=C1 (2-(4-chlorocinnamyl)-6-(2,3-dihydro-1-benzofuran-5-yl)-4-hydroxymethyl-2H-pyridazin-3-one). The product is ClC1=CC=C(C=CCN2N=C(C=C(C2=O)COS(=O)(=O)C)C=2C=CC3=C(CCO3)C2)C=C1 (2-(4-chlorocinnamyl)-6-(2,3-dihydro-1-benzofuran-5-yl)-4-methanesulfonyloxymethyl-2H-pyridazin-3-one). Isolated yield 83.3%. RXN SMILES: [CH:1]1([CH2:4][N:5]2[C:10](=[O:11])[C:9]([CH2:12][O:13][S:14]([CH3:17])(=[O:16])=[O:15])=[CH:8][C:7]([C:18]3[CH:19]=[CH:20][C:21]4[O:25][CH2:24][CH2:23][C:22]=4[CH:26]=3)=[N:6]2)[CH2:3][CH2:2]1.[Cl:27][C:28]1[CH:54]=[CH:53]C(C=CCN2C(=O)C(CO)=CC(C3C=CC4OCCC=4C=3)=N2)=[CH:30][CH:29]=1>>[Cl:27][C:28]1[CH:54]=[CH:53][C:3]([CH:2]=[CH:1][CH2:4][N:5]2[C:10](=[O:11])[C:9]([CH2:12][O:13][S:14]([CH3:17])(=[O:15])=[O:16])=[CH:8][C:7]([C:18]3[CH:19]=[CH:20][C:21]4[O:25][CH2:24][CH2:23][C:22]=4[CH:26]=3)=[N:6]2)=[CH:30][CH:29]=1. Procedure details: The general procedure of Example 1 (5) was repeated by use of 2-(4-chlorocinnamyl)-6-(2,3-dihydro-1-benzofuran-5-yl)-4-hydroxymethyl-2H-pyridazin-3-one, to thereby yield the title compound as a pale yellow powder (yield: 83.3%).